The task is: describe an organic reaction: reactants, conditions, products, and yield. This data is from the Open Reaction Database (ORD), a public repository of structured organic reaction records. The reactants are C(C)C1=NOC(=N1)C1=C(N=C(S1)N)C1=CC=CC=C1 (5-(3-ethyl-[1,2,4]oxadiazol-5-yl)-4-phenyl-thiazol-2-ylamine), C1(=CC=CC=C1)CC(=O)Cl (phenyl-acetyl chloride). Yields the product C(C)C1=NOC(=N1)C1=C(N=C(S1)NC(CC1=CC=CC=C1)=O)C1=CC=CC=C1 (N-[5-(3-Ethyl-[1,2,4]oxadiazol-5-yl)-4-phenyl-thiazol-2-yl]-2-phenyl-acetamide). RXN SMILES: [CH2:1]([C:3]1[N:7]=[C:6]([C:8]2[S:12][C:11]([NH2:13])=[N:10][C:9]=2[C:14]2[CH:19]=[CH:18][CH:17]=[CH:16][CH:15]=2)[O:5][N:4]=1)[CH3:2].[C:20]1([CH2:26][C:27](Cl)=[O:28])[CH:25]=[CH:24][CH:23]=[CH:22][CH:21]=1>>[CH2:1]([C:3]1[N:7]=[C:6]([C:8]2[S:12][C:11]([NH:13][C:27](=[O:28])[CH2:26][C:20]3[CH:25]=[CH:24][CH:23]=[CH:22][CH:21]=3)=[N:10][C:9]=2[C:14]2[CH:19]=[CH:18][CH:17]=[CH:16][CH:15]=2)[O:5][N:4]=1)[CH3:2]. Reported procedure: Prepared from 5-(3-ethyl-[1,2,4]oxadiazol-5-yl)-4-phenyl-thiazol-2-ylamine and phenyl-acetyl chloride. The reactants are O1CCC(CC1)C1=CC=CC(=N1)C(=O)O (6-(tetrahydro-pyran-4-yl)-pyridine-2-carboxylic acid), N1(CCCCC1)N (1-piperidinamine). The product is N1(CCCCC1)NC(=O)C1=NC(=CC=C1)C1CCOCC1 (6-(Tetrahydro-pyran-4-yl)-pyridine-2-carboxylic acid piperidin-1-ylamide). Reaction SMILES: [O:1]1[CH2:6][CH2:5][CH:4]([C:7]2[N:12]=[C:11]([C:13]([OH:15])=O)[CH:10]=[CH:9][CH:8]=2)[CH2:3][CH2:2]1.[N:16]1([NH2:22])[CH2:21][CH2:20][CH2:19][CH2:18][CH2:17]1>>[N:16]1([NH:22][C:13]([C:11]2[CH:10]=[CH:9][CH:8]=[C:7]([CH:4]3[CH2:3][CH2:2][O:1][CH2:6][CH2:5]3)[N:12]=2)=[O:15])[CH2:21][CH2:20][CH2:19][CH2:18][CH2:17]1. Procedure: The title compound was synthesized in analogy to Example 1, using 6-(tetrahydro-pyran-4-yl)-pyridine-2-carboxylic acid and 1-piperidinamine (CAN 2213-43-6) as starting materials, MS (LC/MS): 290.2 [M+H]+. Reactants: CCOC(=O)C(Cc1cccc(OS(=O)(=O)C(F)(F)F)c1)NC(=O)C(F)(F)F, CCOC(C)=O, [K+], [K+], [K+], O, O=P([O-])([O-])[O-], OB(O)c1ccc2ccccc2c1, c1ccc(P(c2ccccc2)(c2ccccc2)[Pd](P(c2ccccc2)(c2ccccc2)c2ccccc2)(P(c2ccccc2)(c2ccccc2)c2ccccc2)P(c2ccccc2)(c2ccccc2)c2ccccc2)cc1. Yields the product CCOC(=O)C(Cc1cccc(-c2ccc3ccccc3c2)c1)NC(=O)C(F)(F)F. RXN SMILES: [CH2:22]([CH3:23])[O:24][C:25]([CH:26]([NH:27][C:28]([C:29]([F:30])([F:31])[F:32])=[O:33])[CH2:34][c:35]1[cH:36][c:37]([O:41][S:42]([C:43]([F:44])([F:45])[F:46])(=[O:47])=[O:48])[cH:38][cH:39][cH:40]1)=[O:49].[CH3:50][CH2:51][O:52][C:53](=[O:54])[CH3:55].[K+:19].[K+:20].[K+:21].[OH2:56].[P:14]([O-:15])([O-:16])([O-:17])=[O:18].[cH:1]1[c:2]([B:11]([OH:12])[OH:13])[cH:3][cH:4][c:5]2[cH:6][cH:7][cH:8][cH:9][c:10]12.[cH:57]1[cH:58][cH:59][c:60]([P:61]([Pd:62]([P:63]([c:64]2[cH:65][cH:66][cH:67][cH:68][cH:69]2)([c:70]2[cH:71][cH:72][cH:73][cH:74][cH:75]2)[c:76]2[cH:77][cH:78][cH:79][cH:80][cH:81]2)([P:82]([c:83]2[cH:84][cH:85][cH:86][cH:87][cH:88]2)([c:89]2[cH:90][cH:91][cH:92][cH:93][cH:94]2)[c:95]2[cH:96][cH:97][cH:98][cH:99][cH:100]2)[P:101]([c:102]2[cH:103][cH:104][cH:105][cH:106][cH:107]2)([c:108]2[cH:109][cH:110][cH:111][cH:112][cH:113]2)[c:114]2[cH:115][cH:116][cH:117][cH:118][cH:119]2)([c:120]2[cH:121][cH:122][cH:123][cH:124][cH:125]2)[c:126]2[cH:127][cH:128][cH:129][cH:130][cH:131]2)[cH:132][cH:133]1>>[cH:1]1[c:2](-[c:37]2[cH:36][c:35]([CH2:34][CH:26]([C:25]([O:24][CH2:22][CH3:23])=[O:49])[NH:27][C:28]([C:29]([F:30])([F:31])[F:32])=[O:33])[cH:40][cH:39][cH:38]2)[cH:3][cH:4][c:5]2[cH:6][cH:7][cH:8][cH:9][c:10]12.